Dataset: the Open Reaction Database (ORD), a public repository of structured organic reaction records. Task: describe an organic reaction: reactants, conditions, products, and yield Starting materials: C(C)(C)O (isopropyl alcohol), C1(=CC=CC=C1)C(C(=O)O)C(=O)O (Phenylmalonic acid), S(=O)(Cl)Cl (thionyl chloride). The reagents and catalysts are CN(C=O)C (N,N-dimethylformamide). The solvent is CCOCC (ether). The product is C1(=CC=CC=C1)C(C(=O)OC(C)C)C(=O)O (isopropyl hydrogen phenylmalonate). Isolated yield 60.0%. RXN SMILES: [C:1]1([CH:7]([C:11]([OH:13])=[O:12])[C:8]([OH:10])=[O:9])[CH:6]=[CH:5][CH:4]=[CH:3][CH:2]=1.S(Cl)(Cl)=O.[CH:18](O)([CH3:20])[CH3:19]>CCOCC.CN(C)C=O>[C:1]1([CH:7]([C:11]([OH:13])=[O:12])[C:8]([O:10][CH:18]([CH3:20])[CH3:19])=[O:9])[CH:2]=[CH:3][CH:4]=[CH:5][CH:6]=1. Procedure: Phenylmalonic acid (13.5 g, 0.07 mol ) in dry ether (40 mL) was treated with thionyl chloride (8.92 g, 5.4 mL, 0.07 mol) and one drop of N,N-dimethylformamide. The mixture was heated at 40°-50° C. for 3 hours. The clear solution was evaporated under reduced pressure to remove any residual thionyl chloride. The oily residue was redissolved in dry ether (40 mL), and the solution was treated with isopropyl alcohol (0.075 mol, 5.76 mL), refluxed for 2 hours and worked up as before to give the titled...